Dataset: the Open Reaction Database (ORD), a public repository of structured organic reaction records. Task: describe an organic reaction: reactants, conditions, products, and yield The reactants are NCCNC1=CC=C(C=C1)[N+](=O)[O-] (para-[N-(β-amino-ethyl)]amino nitrobenzene), C(C)(=O)O (acetic acid), [N-]=C=O.[K+] (potassium isocyanate). Run in O (water). The product is N(C(=O)N)CCNC1=CC=C(C=C1)[N+](=O)[O-] (para-[N-(β-ureidoethyl)]amino nitrobenzene). Isolated yield 73.6%. As a reaction SMILES: [NH2:1][CH2:2][CH2:3][NH:4][C:5]1[CH:10]=[CH:9][C:8]([N+:11]([O-:13])=[O:12])=[CH:7][CH:6]=1.C(O)(=O)C.[N-:18]=[C:19]=[O:20].[K+]>O>[NH:1]([CH2:2][CH2:3][NH:4][C:5]1[CH:6]=[CH:7][C:8]([N+:11]([O-:13])=[O:12])=[CH:9][CH:10]=1)[C:19]([NH2:18])=[O:20] |f:2.3|. Reported procedure: 37 g (0.2 mole) of para-[N-(β-amino-ethyl)]amino nitrobenzene is dissolved in 200 cm3 of water at 30° C, to which 15 cm3 (0.26 mole) of acetic acid had been added. 17 g (0.21 mole) of potassium isocyanate is then rapidly added. The desired product precipitates immediately in a form which is very difficult to dry. 150 cm3 of acetic acid is added to the reaction mixture and it is heated until the urein is completely dissolved. After slow cooling, drying yields 33 g of para-[N-(β-ureidoethyl)]amino... The reactants are C(Cl)(Cl)Cl (CHCl3), CCO (EtOH), [C@@H]1(C[C@H](O)[C@@H](CO)O1)N1C(=O)NC(=O)C=C1 (2'-deoxyuridine), C1(=CC=CC=C1)C(C1=CC=CC=C1)(C1=CC=CC=C1)Cl (triphenylmethyl choride), ice water. Run in N1=CC=CC=C1 (pyridine). Reaction conditions: temperature 100 celsius, time 4 minute. Product: C(C1=CC=CC=C1)(C1=CC=CC=C1)(C1=CC=CC=C1)OC[C@@H]1[C@H](C[C@@H](O1)N1C(=O)NC(=O)C=C1)O (5'-O-Trityl-2'-deoxyur-idine). As a reaction SMILES: [C@@H:1]1([N:9]2[CH:16]=[CH:15][C:13](=[O:14])[NH:12][C:10]2=[O:11])[O:8][C@H:5]([CH2:6][OH:7])[C@@H:3]([OH:4])[CH2:2]1.[C:17]1([C:23](Cl)([C:30]2[CH:35]=[CH:34][CH:33]=[CH:32][CH:31]=2)[C:24]2[CH:29]=[CH:28][CH:27]=[CH:26][CH:25]=2)[CH:22]=[CH:21][CH:20]=[CH:19][CH:18]=1.C(Cl)(Cl)Cl.CCO>N1C=CC=CC=1>[C:23]([O:7][CH2:6][C@H:5]1[O:8][C@@H:1]([N:9]2[CH:16]=[CH:15][C:13](=[O:14])[NH:12][C:10]2=[O:11])[CH2:2][C@@H:3]1[OH:4])([C:17]1[CH:22]=[CH:21][CH:20]=[CH:19][CH:18]=1)([C:30]1[CH:31]=[CH:32][CH:33]=[CH:34][CH:35]=1)[C:24]1[CH:25]=[CH:26][CH:27]=[CH:28][CH:29]=1. Procedure details: A mixture of 2'-deoxyuridine (100 g, 0.44 mol) and triphenylmethyl choride (147 g, 0.53 mol) in 250 mL of pyridine was heated at 100° C. for 30 minutes. One-third of the cooled solution was added at a slow flow rate to a mixture of ice water (2:3) in a commercial blender blending for 3-5 minutes after adding the solution. The resulting white precipitate was filtered and washed twice, stirring in 2 L of water. Recrystallization was accomplished by refluxing the product in a benzene-acetone soluti... Reactants: CNC1CN(C(=O)C2CCN(C(=O)C3(C)CC3)CC2)CC1c1ccc(Cl)c(Cl)c1, O=C(O)c1cc(C(F)(F)F)ccn1. The product is CN(C(=O)c1cc(C(F)(F)F)ccn1)C1CN(C(=O)C2CCN(C(=O)C3(C)CC3)CC2)CC1c1ccc(Cl)c(Cl)c1. Reaction SMILES: [Cl:1][c:2]1[cH:3][c:4]([CH:9]2[CH2:10][N:11]([C:16](=[O:17])[CH:18]3[CH2:19][CH2:20][N:21]([C:24](=[O:25])[C:26]4([CH3:29])[CH2:27][CH2:28]4)[CH2:22][CH2:23]3)[CH2:12][CH:13]2[NH:14][CH3:15])[cH:5][cH:6][c:7]1[Cl:8].[F:30][C:31]([c:32]1[cH:33][c:34]([C:38](=[O:39])[OH:40])[n:35][cH:36][cH:37]1)([F:41])[F:42]>>[Cl:1][c:2]1[cH:3][c:4]([CH:9]2[CH2:10][N:11]([C:16](=[O:17])[CH:18]3[CH2:19][CH2:20][N:21]([C:24](=[O:25])[C:26]4([CH3:29])[CH2:27][CH2:28]4)[CH2:22][CH2:23]3)[CH2:12][CH:13]2[N:14]([CH3:15])[C:38]([c:34]2[cH:33][c:32]([C:31]([F:30])([F:41])[F:42])[cH:37][cH:36][n:35]2)=[O:40])[cH:5][cH:6][c:7]1[Cl:8]. Starting materials: [BH4-], CO, [Na+], O=C1CN(CCO)CC12CC2. As a reaction SMILES: [BH4-:12].[CH3:14][OH:15].[Na+:13].[OH:1][CH2:2][CH2:3][N:4]1[CH2:5][C:6]2([CH2:7][CH2:8]2)[C:9](=[O:11])[CH2:10]1>>[OH:1][CH2:2][CH2:3][N:4]1[CH2:5][C:6]2([CH2:7][CH2:8]2)[CH:9]([OH:11])[CH2:10]1. The product is OCCN1CC(O)C2(CC2)C1. Starting materials: NC(=O)CBr, CC(C)(C)[O-], CN(C)C=O, COc1cc2c(c3c1OC(C)(C)C3)C(c1cccc(N3CCNS3(=O)=O)c1)=NC(C)(C)C2, [K+], O. Product: COc1cc2c(c3c1OC(C)(C)C3)C(c1cccc(N3CCN(CC(N)=O)S3(=O)=O)c1)=NC(C)(C)C2. RXN SMILES: [Br:39][CH2:40][C:41](=[O:42])[NH2:43].[CH3:1][C:2]([CH3:3])([O-:4])[CH3:5].[CH3:45][N:46]([CH3:47])[CH:48]=[O:49].[CH3:7][O:8][c:9]1[cH:10][c:11]2[c:16]([c:17]3[c:18]1[O:19][C:20]([CH3:22])([CH3:23])[CH2:21]3)[C:15]([c:24]1[cH:25][c:26]([N:30]3[S:31](=[O:35])(=[O:36])[NH:32][CH2:33][CH2:34]3)[cH:27][cH:28][cH:29]1)=[N:14][C:13]([CH3:37])([CH3:38])[CH2:12]2.[K+:6].[OH2:44]>>[CH3:7][O:8][c:9]1[cH:10][c:11]2[c:16]([c:17]3[c:18]1[O:19][C:20]([CH3:22])([CH3:23])[CH2:21]3)[C:15]([c:24]1[cH:25][c:26]([N:30]3[S:31](=[O:35])(=[O:36])[N:32]([CH2:40][C:41](=[O:42])[NH2:43])[CH2:33][CH2:34]3)[cH:27][cH:28][cH:29]1)=[N:14][C:13]([CH3:37])([CH3:38])[CH2:12]2. Reactants: FC(C(=O)O)(F)F (Trifluoroacetic acid), S1C2=C(C=C1)C(=CC=C2)N2C(CN(CC2)C(=O)OC(C)(C)C)C (tert-butyl 4-benzo[b]thiophen-4-yl-3-methylpiperazin-1-carboxylate), ClCCl (dichloromethane), Cl (hydrochloric acid). The solvent is CO (methanol). Reaction conditions: time 1 hour. Yields the product Cl.Cl.S1C2=C(C=C1)C(=CC=C2)N2C(CNCC2)C (1-benzo[b]thiophen-4-yl-2-methylpiperazine dihydrochloride). Reaction SMILES: FC(F)(F)C(O)=O.[S:8]1[CH:12]=[CH:11][C:10]2[C:13]([N:17]3[CH2:22][CH2:21][N:20](C(OC(C)(C)C)=O)[CH2:19][CH:18]3[CH3:30])=[CH:14][CH:15]=[CH:16][C:9]1=2.[Cl:31]CCl.[ClH:34]>CO>[ClH:31].[ClH:34].[S:8]1[CH:12]=[CH:11][C:10]2[C:13]([N:17]3[CH2:22][CH2:21][NH:20][CH2:19][CH:18]3[CH3:30])=[CH:14][CH:15]=[CH:16][C:9]1=2 |f:5.6.7|. Procedure: Trifluoroacetic acid (6 ml) was added to a solution of 1.22 g (3.7 mmol) of tert-butyl 4-benzo[b]thiophen-4-yl-3-methylpiperazin-1-carboxylate in a dichloromethane solution (12 ml) and the mixture was stirred at room temperature for one hour. The reaction mixture was concentrated under reduced pressure, and a 5% aqueous potassium carbonate solution was added to the residue and the resulting mixture was extracted with dichloromethane. The extraction solution with dichloromethane was dried over ma... Reactants: COc1cc(CCBr)cc(OC)c1OC, COc1ccc(OC)c(Sc2nc3c(N)ncnc3[nH]2)c1. Product: COc1ccc(OC)c(Sc2nc3c(N)ncnc3n2CCc2cc(OC)c(OC)c(OC)c2)c1. Reaction SMILES: [Br:22][CH2:23][CH2:24][c:25]1[cH:26][c:27]([O:35][CH3:36])[c:28]([O:33][CH3:34])[c:29]([O:31][CH3:32])[cH:30]1.[CH3:1][O:2][c:3]1[c:4]([S:11][c:12]2[nH:13][c:14]3[n:15][cH:16][n:17][c:18]([NH2:21])[c:19]3[n:20]2)[cH:5][c:6]([O:9][CH3:10])[cH:7][cH:8]1>>[CH3:1][O:2][c:3]1[c:4]([S:11][c:12]2[n:13]([CH2:23][CH2:24][c:25]3[cH:26][c:27]([O:35][CH3:36])[c:28]([O:33][CH3:34])[c:29]([O:31][CH3:32])[cH:30]3)[c:14]3[n:15][cH:16][n:17][c:18]([NH2:21])[c:19]3[n:20]2)[cH:5][c:6]([O:9][CH3:10])[cH:7][cH:8]1. The reactants are C(C)(C)(C)OC(=O)C1=C(C=CC=C1)C1=CC=C(C=C1)CNC(SC)=S (methyl N-[[2'-(t-butoxycarbonyl)biphenyl-4-yl]methyl]dithiocarbamate), O.NN (hydrazine hydrate). Solvent: C(C)O (ethanol). The product is C(C)(C)(C)OC(=O)C1=C(C=CC=C1)C1=CC=C(C=C1)CNC(NN)=S (4-[[2'-(t-Butoxycarbonyl)biphenyl-4-yl]-methyl]-3-thiosemicarbazide). RXN SMILES: [C:1]([O:5][C:6]([C:8]1[CH:13]=[CH:12][CH:11]=[CH:10][C:9]=1[C:14]1[CH:19]=[CH:18][C:17]([CH2:20][NH:21][C:22](=S)[S:23]C)=[CH:16][CH:15]=1)=[O:7])([CH3:4])([CH3:3])[CH3:2].O.[NH2:27][NH2:28]>C(O)C>[C:1]([O:5][C:6]([C:8]1[CH:13]=[CH:12][CH:11]=[CH:10][C:9]=1[C:14]1[CH:15]=[CH:16][C:17]([CH2:20][NH:21][C:22](=[S:23])[NH:27][NH2:28])=[CH:18][CH:19]=1)=[O:7])([CH3:3])([CH3:2])[CH3:4] |f:1.2|. Procedure details: A mixture of 1.53 g (4.1 mmole) of methyl N-[[2'-(t-butoxycarbonyl)biphenyl-4-yl]methyl]dithiocarbamate, 796 μl (820 mg, 16.4 mmole) of hydrazine hydrate, and 10 ml of absolute ethanol was stirred at reflux under N2. After 2 hours the resulting solution was cooled and concentrated. The residual oil was chromatographed on a column of silica gel (elution with 99:1 and the 98:2 CH2Cl2) to give (after concentration and vacuum-drying) 1.15 g (79%) of a stiff, white foam, mp>45° C. (gradual); homogene... Reactants: FC1=CC=C(C=C1)C(=C(CO)N1N=NN=C1C1=CC=CC=C1)C1=CC=C(C=C1)F (3,3-bis(4-fluorophenyl)-2-(5-phenyl-1H-tetrazol-1-yl)-2-propenol), [Cr](=O)(=O)([O-])Cl.[NH+]1=CC=CC=C1 (pyridinium chlorochromate). Solvent: hexanes, C(Cl)Cl (methylene chloride). Run at time 24 hour. Yields the product FC1=CC=C(C=C1)C(=C(C=O)N1N=NN=C1C1=CC=CC=C1)C1=CC=C(C=C1)F (3,3-Bis(4-fluorophenyl)-2-(5-phenyl-1H-tetrazol-1-yl)-2propenal). RXN SMILES: [F:1][C:2]1[CH:7]=[CH:6][C:5]([C:8]([C:23]2[CH:28]=[CH:27][C:26]([F:29])=[CH:25][CH:24]=2)=[C:9]([N:12]2[C:16]([C:17]3[CH:22]=[CH:21][CH:20]=[CH:19][CH:18]=3)=[N:15][N:14]=[N:13]2)[CH2:10][OH:11])=[CH:4][CH:3]=1.[Cr](Cl)([O-])(=O)=O.[NH+]1C=CC=CC=1>C(Cl)Cl>[F:1][C:2]1[CH:7]=[CH:6][C:5]([C:8]([C:23]2[CH:24]=[CH:25][C:26]([F:29])=[CH:27][CH:28]=2)=[C:9]([N:12]2[C:16]([C:17]3[CH:22]=[CH:21][CH:20]=[CH:19][CH:18]=3)=[N:15][N:14]=[N:13]2)[CH:10]=[O:11])=[CH:4][CH:3]=1 |f:1.2|. Reported procedure: To a solution of 3.2 g (8.2 mmoles) of 3,3-bis(4-fluorophenyl)-2-(5-phenyl-1H-tetrazol-1-yl)-2-propenol in 200 mL of dry methylene chloride at room temperature was added 1.9 g (8.8 mmoles) of pulverized pyridinium chlorochromate in a single portion. The oxidation was allowed to proceed at room temperature for 24 hours. The crude reaction suspension was diluted with 200 mL of hexanes and the resulting dark brownish suspension was filtered through a bed (1 cm thick) of fine silica gel. The pale fi... Starting materials: CC1=C(NC2=CC=CC=C12)C=1C=NC=CC1 (3-methyl-2-(3-pyridyl)indole), ice water, [H-].[Na+] (sodium hydride), C(#N)C1=CC=C(CBr)C=C1 (p-cyanobenzyl bromide). The solvent is CN(C=O)C (dimethylformamide), C1CCCCC1 (cyclohexane), CN(C=O)C (dimethylformamide), CN(C=O)C (dimethylformamide). Conditions: time 0.5 hour. The product is C(#N)C1=CC=C(CN2C(=C(C3=CC=CC=C23)C)C=2C=NC=CC2)C=C1 (1-(4-cyanobenzyl)-3-methyl-2-(3-pyridyl)indole). As a reaction SMILES: [H-].[Na+].[CH3:3][C:4]1[C:12]2[C:7](=[CH:8][CH:9]=[CH:10][CH:11]=2)[NH:6][C:5]=1[C:13]1[CH:14]=[N:15][CH:16]=[CH:17][CH:18]=1.[C:19]([C:21]1[CH:28]=[CH:27][C:24]([CH2:25]Br)=[CH:23][CH:22]=1)#[N:20]>CN(C)C=O.C1CCCCC1>[C:19]([C:21]1[CH:28]=[CH:27][C:24]([CH2:25][N:6]2[C:7]3[C:12](=[CH:11][CH:10]=[CH:9][CH:8]=3)[C:4]([CH3:3])=[C:5]2[C:13]2[CH:14]=[N:15][CH:16]=[CH:17][CH:18]=2)=[CH:23][CH:22]=1)#[N:20] |f:0.1|. Procedure details: To a suspension of 2.9 g (0.06 mole) of 50% sodium hydride in mineral oil in 40 ml of dimethylformamide under nitrogen at 0°-5° was added dropwise over 20 minutes a solution of 10.4 g (0.05 mole) of 3-methyl-2-(3-pyridyl)indole in 60 ml of dimethylformamide. The reaction mixture was stirred for 0.5 hour at 0°-5° followed by dropwise solution of 9.8 g (0.05 mole) of p-cyanobenzyl bromide in 50 ml of dimethylformamide. After stirring at 0°-10° for 1 hour and at room temperature for 0.5 hour, the r...